This data is from the Open Reaction Database (ORD), a public repository of structured organic reaction records. The task is: describe an organic reaction: reactants, conditions, products, and yield Starting materials: ClC=1C=C2CCNC(C2=CC1)=O (6-Chloro-3,4-dihydro-2H-isoquinolin-1-one), BrC=1C=NC=C(C#N)C1 (5-bromo-nicotinonitrile), [C@H]1([C@H](CCCC1)N)N ((1S,2S)-cyclohexane-1,2-diamine), C(=O)([O-])[O-].[Cs+].[Cs+] (Cs2CO3). Reagents/catalysts: [Cu]I (CuI). Run in O1CCOCC1 (dioxane), O (H2O). The product is ClC=1C=C2CCN(C(C2=CC1)=O)C=1C=NC=C(C#N)C1 (5-(6-Chloro-1-oxo-3,4-dihydro-1H-isoquinolin-2-yl)-nicotinonitrile). Yield: 26.4%. As a reaction SMILES: [Cl:1][C:2]1[CH:3]=[C:4]2[C:9](=[CH:10][CH:11]=1)[C:8](=[O:12])[NH:7][CH2:6][CH2:5]2.Br[C:14]1[CH:15]=[N:16][CH:17]=[C:18]([CH:21]=1)[C:19]#[N:20].[C@H]1(N)CCCC[C@@H]1N.C([O-])([O-])=O.[Cs+].[Cs+]>O1CCOCC1.[Cu]I.O>[Cl:1][C:2]1[CH:3]=[C:4]2[C:9](=[CH:10][CH:11]=1)[C:8](=[O:12])[N:7]([C:14]1[CH:15]=[N:16][CH:17]=[C:18]([CH:21]=1)[C:19]#[N:20])[CH2:6][CH2:5]2 |f:3.4.5|. Procedure details: 6-Chloro-3,4-dihydro-2H-isoquinolin-1-one (intermediate A-2) (36 mg, 0.2 mmol), 5-bromo-nicotinonitrile (73 mg, 0.4 mmol), CuI (3.8 mg, 0.02 mmol), (1S,2S)-cyclohexane-1,2-diamine (4.5 mg, 0.04 mmol) and Cs2CO3 (130 mg, 0.4 mmol) were dissolved in dioxane (5 mL). The reaction mixture was subjected to microwave reaction at 150° C. for 2.5 hours before it was poured into H2O (50 mL) and extracted with EtOAc (2×25 mL). The organic layer was washed with brine, dried over anhy. Na2SO4, filtered and c... Starting materials: CCOC(=O)c1csc(Br)c1, CO, CCOC(C)=O, Cl, [Na+], C1CCOC1, [OH-], O. Product: O=C(O)c1csc(Br)c1. RXN SMILES: [Br:3][c:4]1[cH:5][c:6]([C:9](=[O:10])[O:11][CH2:12][CH3:13])[cH:7][s:8]1.[CH3:21][OH:22].[CH3:23][CH2:24][O:25][C:26](=[O:27])[CH3:28].[ClH:15].[Na+:2].[O:16]1[CH2:17][CH2:18][CH2:19][CH2:20]1.[OH-:1].[OH2:14]>>[Br:3][c:4]1[cH:5][c:6]([C:9](=[O:10])[OH:11])[cH:7][s:8]1. Product: COc1ncc(F)cc1-c1ccc(C(C)O)cc1. Starting materials: [BH4-], ClCCl, COc1ncc(F)cc1-c1ccc(C(C)=O)cc1, [Na+], C1CCOC1. Reaction SMILES: [BH4-:19].[Cl:26][CH2:27][Cl:28].[F:1][c:2]1[cH:3][c:4](-[c:10]2[cH:11][cH:12][c:13]([C:16]([CH3:17])=[O:18])[cH:14][cH:15]2)[c:5]([O:8][CH3:9])[n:6][cH:7]1.[Na+:20].[O:21]1[CH2:22][CH2:23][CH2:24][CH2:25]1>>[F:1][c:2]1[cH:3][c:4](-[c:10]2[cH:11][cH:12][c:13]([CH:16]([CH3:17])[OH:18])[cH:14][cH:15]2)[c:5]([O:8][CH3:9])[n:6][cH:7]1. Starting materials: C[C@H]1OC(C2=CC=C(C=C2C1)C1(OC1)C)=O ((3R)-3-methyl-6-(2-methyloxiran-2-yl)-3,4-dihydro-1H-isochromen-1-one), OC[C@@H]1CN(CCN1)C(=O)OC(C)(C)C (tert-butyl (3S)-3-(hydroxymethyl)piperazine-1-carboxylate). Run in CCO (EtOH). Conditions: temperature 110 celsius. Product: OC[C@H]1CN(CCN1CC(C)(C=1C=C2C[C@@H](OC(C2=CC1)=O)C)O)C(=O)OC(C)(C)C (tert-butyl (3R)-3-(hydroxymethyl)-4-{2-hydroxy-2-[(3S)-3-methyl-1-oxo-3,4-dihydro-1H-isochromen-6-yl]propyl}piperazine-1-carboxylate). Reaction SMILES: [CH3:1][C@@H:2]1[CH2:11][C:10]2[C:5](=[CH:6][CH:7]=[C:8]([C:12]3([CH3:15])[CH2:14][O:13]3)[CH:9]=2)[C:4](=[O:16])[O:3]1.[OH:17][CH2:18][C@H:19]1[NH:24][CH2:23][CH2:22][N:21]([C:25]([O:27][C:28]([CH3:31])([CH3:30])[CH3:29])=[O:26])[CH2:20]1>CCO>[OH:17][CH2:18][C@@H:19]1[N:24]([CH2:14][C:12]([OH:13])([C:8]2[CH:9]=[C:10]3[C:5](=[CH:6][CH:7]=2)[C:4](=[O:16])[O:3][C@@H:2]([CH3:1])[CH2:11]3)[CH3:15])[CH2:23][CH2:22][N:21]([C:25]([O:27][C:28]([CH3:31])([CH3:30])[CH3:29])=[O:26])[CH2:20]1. Procedure: A solution of (3R)-3-methyl-6-(2-methyloxiran-2-yl)-3,4-dihydro-1H-isochromen-1-one (598 mg, 2.74 mmol) and tert-butyl (3S)-3-(hydroxymethyl)piperazine-1-carboxylate (770 mg, 3.56 mmol dissolved in EtOH (15 mL) was heated in a sealed tube to 110° C. for 14 hours. The reaction was cooled and concentrated to give crude product which was purified via MPLC (30-80% EtOAc/Hexane) to give the title compound as a mixture of diastereomers: LC-MS: (M+1)+435; The reactants are C1CCOC1, CO, [Na+], [OH-], COC(=O)c1ccc2nccnc2c1. Product: O=C(O)c1ccc2nccnc2c1. Reaction SMILES: [CH2:19]1[O:20][CH2:21][CH2:22][CH2:23]1.[CH3:17][OH:18].[Na+:16].[OH-:15].[n:1]1[cH:2][cH:3][n:4][c:5]2[cH:6][c:7]([C:11](=[O:12])[O:13][CH3:14])[cH:8][cH:9][c:10]12>>[n:1]1[cH:2][cH:3][n:4][c:5]2[cH:6][c:7]([C:11](=[O:12])[OH:13])[cH:8][cH:9][c:10]12. The reactants are CNC1=C(C=C(C(=O)OCC)C=C1)[N+](=O)[O-] (Ethyl 4-methylamino-3-nitrobenzoate). Reagents/catalysts: [Pd] (palladium). The solvent is CO (methanol). Reaction conditions: time 8 hour. Product: NC=1C=C(C(=O)OCC)C=CC1NC (Ethyl 3-amino-4-methylaminobenzoate). Yield: 82.4%. Reaction SMILES: [CH3:1][NH:2][C:3]1[CH:13]=[CH:12][C:6]([C:7]([O:9][CH2:10][CH3:11])=[O:8])=[CH:5][C:4]=1[N+:14]([O-])=O>CO.[Pd]>[NH2:14][C:4]1[CH:5]=[C:6]([CH:12]=[CH:13][C:3]=1[NH:2][CH3:1])[C:7]([O:9][CH2:10][CH3:11])=[O:8]. Reported procedure: Ethyl 4-methylamino-3-nitrobenzoate (6.80 g, 30.3 mmol) prepared in the Step 1-1-2 was dissolved in methanol (200 ml), and palladium 5% on carbon (1.10 g) was added to the solution. The mixture was stirred under a hydrogen flow at a room temperature overnight. The mixture was filtered, and the filtrate was concentrated to give the title compound (4.85 g, 82%) as a light-brown powder. Reactants: O=C1CCC(=O)N1Br, Cc1cc(C(C)(C)C)cc(C(C)(C)C)c1, ClC(Cl)(Cl)Cl, CC(C)(C#N)N=NC(C)(C)C#N. The product is CC(C)(C)c1cc(CBr)cc(C(C)(C)C)c1. As a reaction SMILES: [Br:16][N:17]1[C:18](=[O:19])[CH2:20][CH2:21][C:22]1=[O:23].[C:1]([CH3:2])([CH3:3])([CH3:4])[c:5]1[cH:6][c:7]([CH3:15])[cH:8][c:9]([C:11]([CH3:12])([CH3:13])[CH3:14])[cH:10]1.[C:36]([Cl:37])([Cl:38])([Cl:39])[Cl:40].[N:24]#[C:25][C:26]([N:27]=[N:28][C:29]([C:30]#[N:31])([CH3:32])[CH3:33])([CH3:34])[CH3:35]>>[C:1]([CH3:2])([CH3:3])([CH3:4])[c:5]1[cH:6][c:7]([CH2:15][Br:16])[cH:8][c:9]([C:11]([CH3:12])([CH3:13])[CH3:14])[cH:10]1.